This data is from the Open Reaction Database (ORD), a public repository of structured organic reaction records. The task is: describe an organic reaction: reactants, conditions, products, and yield The reactants are C1(CCCC1)/C=C/[C@@H](O)[C@H]1[C@H]([C@H](C(O1)=O)OC)O ((3R,4R,5S)-5-[(1R,2E)-3-cyclopentyl-1-hydroxyprop-2-en-1-yl]-4-hydroxy-3-methoxydihydrofuran-2(3H)-one), Cl.N[C@@H]1C(N(C2=C(CC1)C=CC=C2)C)=O ((3S)-3-amino-1-methyl-1,3,4,5-tetrahydro-2H-1-benzazepin-2-one hydrochloride), C(C)C(C(=O)[O-])CCCC.[Na+] (sodium 2-ethylhexanoate). Solvent: C1CCOC1 (THF). Yields the product C1(CCCC1)/C=C/[C@H]([C@@H]([C@H]([C@H](C(=O)N[C@@H]1C(N(C2=C(CC1)C=CC=C2)C)=O)OC)O)O)O ((2R,3R,4S,5R,6E)-7-cyclopentyl-3,4,5-trihydroxy-2-methoxy-N-[(3S)-1-methyl-2-oxo-2,3,4,5-tetrahydro-1H-1-benzazepin-3-yl]hept-6-enamide). As a reaction SMILES: [CH:1]1(/[CH:6]=[CH:7]/[C@H:8]([C@@H:10]2[O:14][C:13](=[O:15])[C@H:12]([O:16][CH3:17])[C@@H:11]2[OH:18])[OH:9])[CH2:5][CH2:4][CH2:3][CH2:2]1.Cl.[NH2:20][C@H:21]1[CH2:27][CH2:26][C:25]2[CH:28]=[CH:29][CH:30]=[CH:31][C:24]=2[N:23]([CH3:32])[C:22]1=[O:33].C(C(CCCC)C([O-])=O)C.[Na+]>C1COCC1>[CH:1]1(/[CH:6]=[CH:7]/[C@@H:8]([OH:9])[C@H:10]([OH:14])[C@@H:11]([OH:18])[C@@H:12]([O:16][CH3:17])[C:13]([NH:20][C@H:21]2[CH2:27][CH2:26][C:25]3[CH:28]=[CH:29][CH:30]=[CH:31][C:24]=3[N:23]([CH3:32])[C:22]2=[O:33])=[O:15])[CH2:5][CH2:4][CH2:3][CH2:2]1 |f:1.2,3.4|. Procedure: 100 mg of 19 (0.39 mmol), 88.42 mg of 8a (0.39 mmol) and 162 mg of sodium 2-ethylhexanoate (0.98 mmol) in 2.0 ml of THF are successively introduced into a Wheaton tube, with agitation and under an argon atmosphere. The agitation is maintained at AT for 24 h. The reaction medium is directly evaporated to dryness. The crude is chromatographed on a silica cartridge (12 g, eluent EtOAc), and 60 mg of expected product Ex6 (white solid) are obtained. The reactants are NC(=O)C=1C=C(C(=O)O)C=C(C1)C(=O)N(CCC)CCC (3-(aminocarbonyl)-5-[(dipropylamino)carbonyl]benzoic acid), FC(C(=O)O)(F)F.N[C@H]([C@@H](CNCC1=CC(=CC=C1)OC)O)CC1=CC(=CC(=C1)F)F ((2R,3S)-3-amino-4-(3,5-difluorophenyl)-1-[(3-methoxybenzyl)amino]-2-butanol trifluoroacetate), C=1C=CC2=C(C1)N=NN2O (HOBt), C(C)(C)N(CC)C(C)C (diisopropylethylamine), C(CCl)Cl (EDC). The solvent is C(Cl)Cl (methylene chloride), O (water). Reaction conditions: time 8 hour. Yields the product C(C1=CC=CC=C1)[C@@H]([C@@H](CNCC1=CC(=CC=C1)C(F)(F)F)O)NC(C1=CC(C(=O)N(CCC)CCC)=CC(=C1)C#C)=O (N1-((1S,2R)-1-benzyl-2-hydroxy-3-{[3-(trifluoromethyl)benzyl]amino}propyl)-5-ethynyl-N3,N3-dipropylisophthalamide). RXN SMILES: [NH2:1][C:2]([C:4]1[CH:5]=[C:6]([CH:10]=[C:11]([C:13]([N:15]([CH2:19][CH2:20][CH3:21])[CH2:16][CH2:17][CH3:18])=[O:14])[CH:12]=1)[C:7](O)=O)=[O:3].[F:22][C:23]([F:28])([F:27])[C:24](O)=O.N[C@@H:30]([CH2:44][C:45]1[CH:50]=[C:49](F)[CH:48]=[C:47](F)[CH:46]=1)[C@H:31]([OH:43])[CH2:32][NH:33][CH2:34][C:35]1[CH:40]=C[CH:38]=[C:37](OC)[CH:36]=1.[CH:53]1C=CC2N(O)N=NC=2C=1.C(N(C(C)C)CC)(C)C.C(Cl)CCl>C(Cl)Cl.O>[CH2:44]([C@H:30]([NH:1][C:2](=[O:3])[C:4]1[CH:5]=[C:6]([C:7]#[CH:53])[CH:10]=[C:11]([C:13]([N:15]([CH2:19][CH2:20][CH3:21])[CH2:16][CH2:17][CH3:18])=[O:14])[CH:12]=1)[C@H:31]([OH:43])[CH2:32][NH:33][CH2:34][C:35]1[CH:36]=[CH:37][CH:38]=[C:24]([C:23]([F:28])([F:27])[F:22])[CH:40]=1)[C:45]1[CH:50]=[CH:49][CH:48]=[CH:47][CH:46]=1 |f:1.2|. Procedure: A mixture of 3-[(dipropylamino)carbonyl]-5-ethynylbenzoic acid (IX, 231 mg, 0.8 mmol), (2R,3S)-3-amino-4-phenyl-1-{[3-(trifluoromethyl)benzyl]amino}-2-butanol dihydrochloride (VIII, Step 2, 493.5 mg, 1.2 mmol) HOBt (162 mg, 1.2 mmol), and diisopropylethylamine (832 Micro Liter, 4.8 mmol) is stirred in methylene chloride (4 mL) for 15 minutes EDC (206 mg, 1.2 mmol) is added and the reaction mixture is stirred overnight. The reaction mixture is diluted with water, and extracted with methylene chlo... Starting materials: NCCN1C(S\C(\C1=O)=C/C1=CC=CC=C1)=O ((Z)-3-(2-aminoethyl)-5-benzylidenethiazolidine-2,4-dione), OC1=C(C=O)C=CC=C1 (2-hydroxybenzaldehyde), C(C1=CC=CC=C1)(C1=CC=CC=C1)(C1=CC=CC=C1)NCCN1C(SCC1=O)=O (3-(2-(tritylamino)ethyl)thiazolidine-2,4-dione), N1CCCCC1 (piperidine). Product: NCCN1C(S\C(\C1=O)=C/C1=C(C=CC=C1)O)=O ((Z)-3-(2-aminoethyl)-5-(2-hydroxybenzylidene)thiazolidine-2,4-dione). Reaction SMILES: [OH:1][C:2]1[CH:9]=[CH:8][CH:7]=[CH:6][C:3]=1[CH:4]=O.C([NH:29][CH2:30][CH2:31][N:32]1[C:36](=[O:37])[CH2:35][S:34][C:33]1=[O:38])(C1C=CC=CC=1)(C1C=CC=CC=1)C1C=CC=CC=1.N1CCCCC1.NCCN1C(=O)/C(=C/C2C=CC=CC=2)/SC1=O>>[NH2:29][CH2:30][CH2:31][N:32]1[C:36](=[O:37])/[C:35](=[CH:4]/[C:3]2[CH:6]=[CH:7][CH:8]=[CH:9][C:2]=2[OH:1])/[S:34][C:33]1=[O:38]. Procedure details: The title compound 30i was prepared from 2-hydroxybenzaldehyde (76 mg, 0.62 mmol), compound 29 (250 mg, 0.62 mmol) and piperidine (20.0 μL, 0.19 mmol) in a manner similar to that described for 30a in 50.0% (117 mg) yield as a yellow solid. The reactants are C1CCOC1, COc1cc2ncnc(Sc3cccc(N)c3)c2cc1OC, CCN(C(C)C)C(C)C, O=C(Nc1cc(C(F)(F)F)n(-c2ccccc2)n1)Oc1ccccc1. Yields the product COc1cc2ncnc(Sc3cccc(NC(=O)Nc4cc(C(F)(F)F)n(-c5ccccc5)n4)c3)c2cc1OC. Reaction SMILES: [CH2:57]1[O:58][CH2:59][CH2:60][CH2:61]1.[CH3:26][O:27][c:28]1[cH:29][c:30]2[c:31]([S:40][c:41]3[cH:42][c:43]([NH2:44])[cH:45][cH:46][cH:47]3)[n:32][cH:33][n:34][c:35]2[cH:36][c:37]1[O:38][CH3:39].[CH:48]([N:49]([CH2:50][CH3:51])[CH:52]([CH3:53])[CH3:54])([CH3:55])[CH3:56].[c:1]1(-[n:7]2[n:8][c:9]([NH:16][C:17]([O:18][c:19]3[cH:20][cH:21][cH:22][cH:23][cH:24]3)=[O:25])[cH:10][c:11]2[C:12]([F:13])([F:14])[F:15])[cH:2][cH:3][cH:4][cH:5][cH:6]1>>[c:1]1(-[n:7]2[n:8][c:9]([NH:16][C:17](=[O:25])[NH:44][c:43]3[cH:42][c:41]([S:40][c:31]4[c:30]5[cH:29][c:28]([O:27][CH3:26])[c:37]([O:38][CH3:39])[cH:36][c:35]5[n:34][cH:33][n:32]4)[cH:47][cH:46][cH:45]3)[cH:10][c:11]2[C:12]([F:13])([F:14])[F:15])[cH:2][cH:3][cH:4][cH:5][cH:6]1. The reactants are ONCCCCCP(O)(O)=O (5(N-hydroxyamino)pentylphosphonic acid), C(=O)O (Formic acid), C(C)(=O)OC(C)=O (acetic anhydride), N (ammonia). Solvent: C(C)O (ethanol). Run at time 30 minute. Product: monoammonium, C(=O)N(O)CCCCCP(O)(O)=O (5-(N-formyl-N-hydroxyamino)pentylphosphonic acid). The yield is 99.5%. Reaction SMILES: [CH:1]([OH:3])=O.C(OC(=O)C)(=O)C.[OH:11][NH:12][CH2:13][CH2:14][CH2:15][CH2:16][CH2:17][P:18](=[O:21])([OH:20])[OH:19].N>C(O)C>[CH:1]([N:12]([CH2:13][CH2:14][CH2:15][CH2:16][CH2:17][P:18](=[O:19])([OH:21])[OH:20])[OH:11])=[O:3]. Procedure details: Formic acid (1.19 g.) was added dropwise to acetic anhydride (1.33 g.) at ambient temperature with stirring. After the stirring was continued at the same temperature for 30 minutes, 5(N-hydroxyamino)pentylphosphonic acid (1.83 g.) was added to the mixture. The reaction mixture was stirred at ambient temperature for an hour and 45 minutes, and then concentrated under reduced pressure to give an oily residue. The residue was dissolved in ethanol (30 ml) and to the solution was added dropwise conc.... The reactants are C1CCOC1, CC#N, NCc1nnc(N)[nH]c1=O, [Na+], O=C([O-])O, COC(=O)C1CCC(C(=O)ON2C(=O)CCC2=O)CC1, O. The product is COC(=O)C1CCC(C(=O)NCc2nnc(N)[nH]c2=O)CC1. RXN SMILES: [CH2:36]1[O:37][CH2:38][CH2:39][CH2:40]1.[CH3:41][C:42]#[N:43].[NH2:1][c:2]1[n:3][n:4][c:5]([CH2:9][NH2:10])[c:6](=[O:8])[nH:7]1.[Na+:15].[O-:11][C:12]([OH:13])=[O:14].[O:16]=[C:17]1[CH2:18][CH2:19][C:20](=[O:21])[N:22]1[O:23][C:24](=[O:25])[CH:26]1[CH2:27][CH2:28][CH:29]([C:32](=[O:33])[O:34][CH3:35])[CH2:30][CH2:31]1.[OH2:44]>>[NH2:1][c:2]1[n:3][n:4][c:5]([CH2:9][NH:10][C:24](=[O:23])[CH:26]2[CH2:27][CH2:28][CH:29]([C:32](=[O:33])[O:34][CH3:35])[CH2:30][CH2:31]2)[c:6](=[O:8])[nH:7]1.